Dataset: the Open Reaction Database (ORD), a public repository of structured organic reaction records. Task: describe an organic reaction: reactants, conditions, products, and yield Reactants: Fc1cc(I)ccc1Br, O=C([O-])[O-], COCOc1cc(O)cc(C(=O)OC)c1, [Cs+], [Cs+], c1ccncc1. Product: COCOc1cc(Oc2ccc(Br)c(F)c2)cc(C(=O)OC)c1. RXN SMILES: [Br:1][c:2]1[c:3]([F:9])[cH:4][c:5]([I:8])[cH:6][cH:7]1.[C:10](=[O:11])([O-:12])[O-:13].[CH3:16][O:17][C:18]([c:19]1[cH:20][c:21]([O:26][CH2:27][O:28][CH3:29])[cH:22][c:23]([OH:25])[cH:24]1)=[O:30].[Cs+:14].[Cs+:15].[cH:31]1[cH:32][cH:33][n:34][cH:35][cH:36]1>>[Br:1][c:2]1[c:3]([F:9])[cH:4][c:5]([O:25][c:23]2[cH:22][c:21]([O:26][CH2:27][O:28][CH3:29])[cH:20][c:19]([C:18]([O:17][CH3:16])=[O:30])[cH:24]2)[cH:6][cH:7]1.